This data is from the Open Reaction Database (ORD), a public repository of structured organic reaction records. The task is: describe an organic reaction: reactants, conditions, products, and yield The reactants are COc1ccc(Cn2nc(I)c3c(Oc4ccc(N)cc4F)ccnc32)cc1, CN1CCNCC1, CS(C)=O, [Cu]I, [K+], [K+], O=C(O)C1CCCN1, O=C([O-])[O-]. Yields the product COc1ccc(Cn2nc(N3CCN(C)CC3)c3c(Oc4ccc(N)cc4F)ccnc32)cc1. As a reaction SMILES: [CH3:1][O:2][c:3]1[cH:4][cH:5][c:6]([CH2:7][n:8]2[n:9][c:10]([I:26])[c:11]3[c:12]2[n:13][cH:14][cH:15][c:16]3[O:17][c:18]2[c:19]([F:25])[cH:20][c:21]([NH2:24])[cH:22][cH:23]2)[cH:27][cH:28]1.[CH3:29][N:30]1[CH2:31][CH2:32][NH:33][CH2:34][CH2:35]1.[CH3:52][S:53]([CH3:54])=[O:55].[Cu:50][I:51].[K+:44].[K+:45].[NH:36]1[CH2:37][CH2:38][CH2:39][CH:40]1[C:41]([OH:42])=[O:43].[O-:46][C:47]([O-:48])=[O:49]>>[CH3:1][O:2][c:3]1[cH:4][cH:5][c:6]([CH2:7][n:8]2[n:9][c:10]([N:33]3[CH2:32][CH2:31][N:30]([CH3:29])[CH2:35][CH2:34]3)[c:11]3[c:12]2[n:13][cH:14][cH:15][c:16]3[O:17][c:18]2[c:19]([F:25])[cH:20][c:21]([NH2:24])[cH:22][cH:23]2)[cH:27][cH:28]1. The reactants are C(=O)=O (dry ice), C([O-])([O-])=O.[Cs+].[Cs+] (cesium carbonate), ClC1=CC=C(CBr)C=C1 (4-chlorobenzyl bromide), [Cl-].[NH3+]CC1=CC=C(C=C1)CC(C(=O)OCC)OC(C)C (ethyl 3-[4-(ammoniomethyl)phenyl]-2-isopropoxypropanoate chloride), C(=O)=O (carbon dioxide). The reagents and catalysts are [I-].C(CCC)[N+](CCCC)(CCCC)CCCC (tetrabutylammonium iodide). The solvent is C(C)(=O)OCC (ethyl acetate), CN(C=O)C (N,N-dimethylformamide). Conditions: time 30 minute. Yields the product ClC1=CC=C(COC(=O)NCC2=CC=C(C=C2)CC(C(=O)O)OC(C)C)C=C1 (3-{4-[({[(4-Chlorobenzyl)oxy]carbonyl}amino)methyl]phenyl}-2-isopropoxypropanoic acid). As a reaction SMILES: [Cl-].[NH3+:2][CH2:3][C:4]1[CH:9]=[CH:8][C:7]([CH2:10][CH:11]([O:17][CH:18]([CH3:20])[CH3:19])[C:12]([O:14]CC)=[O:13])=[CH:6][CH:5]=1.[C:21](=[O:23])=[O:22].C(=O)([O-])[O-].[Cs+].[Cs+].[Cl:30][C:31]1[CH:38]=[CH:37][C:34]([CH2:35]Br)=[CH:33][CH:32]=1>CN(C)C=O.[I-].C([N+](CCCC)(CCCC)CCCC)CCC.C(OCC)(=O)C>[Cl:30][C:31]1[CH:38]=[CH:37][C:34]([CH2:35][O:22][C:21]([NH:2][CH2:3][C:4]2[CH:5]=[CH:6][C:7]([CH2:10][CH:11]([O:17][CH:18]([CH3:19])[CH3:20])[C:12]([OH:14])=[O:13])=[CH:8][CH:9]=2)=[O:23])=[CH:33][CH:32]=1 |f:0.1,3.4.5,8.9|. Reported procedure: 1.6 g of Ethyl 3-(4-{[(t-butoxycarbonyl)amino]methyl}-phenyl)-2-isopropoxypropanoate was dissolved in 10 ml of 4N hydrogen chloride-dioxane solution. After stirring was continued at room temperature for 1 hour, the solution was concentrated, to give 1.4 g of ethyl 3-[4-(ammoniomethyl)-phenyl]-2-isopropoxypropanoate hydrochloride. Next, 25 mg of the obtained ethyl 3-[4-(ammoniomethyl)phenyl]-2-isopropoxypropanoate chloride was dissolved in 0.8 ml of N,N-dimethylformamide which was saturated with ... The reactants are ClC1=C(C=CC(=C1)I)NC([C@@](C(F)(F)F)(C)O)=O ((R)-N-[2-chloro-4-iodophenyl]-2-hydroxy-2-methyl-3,3,3-trifluoropropanamide), COC1=C(C=CC=C1)S (2-methoxybenzenethiol), C[O-].[Na+] (sodium methoxide). The reagents and catalysts are C=1C=CC(=CC1)[P](C=2C=CC=CC2)(C=3C=CC=CC3)[Pd]([P](C=4C=CC=CC4)(C=5C=CC=CC5)C=6C=CC=CC6)([P](C=7C=CC=CC7)(C=8C=CC=CC8)C=9C=CC=CC9)[P](C=1C=CC=CC1)(C=1C=CC=CC1)C=1C=CC=CC1 (Tetrakis(triphenylphosphine)palladium(0)). Solvent: C(C)O (ethanol). Reaction conditions: time 18 hour. The product is ClC1=C(C=CC(=C1)SC1=C(C=CC=C1)OC)NC([C@@](C(F)(F)F)(C)O)=O ((R)-N-[2-Chloro-4-(2-methoxyphenylthio)phenyl]-2-hydroxy-2-methyl-3,3,3-trifluoropropanamide). Reaction SMILES: [Cl:1][C:2]1[CH:7]=[C:6](I)[CH:5]=[CH:4][C:3]=1[NH:9][C:10](=[O:18])[C@:11]([OH:17])([CH3:16])[C:12]([F:15])([F:14])[F:13].[CH3:19][O:20][C:21]1[CH:26]=[CH:25][CH:24]=[CH:23][C:22]=1[SH:27].C[O-].[Na+]>C(O)C.C1C=CC([P]([Pd]([P](C2C=CC=CC=2)(C2C=CC=CC=2)C2C=CC=CC=2)([P](C2C=CC=CC=2)(C2C=CC=CC=2)C2C=CC=CC=2)[P](C2C=CC=CC=2)(C2C=CC=CC=2)C2C=CC=CC=2)(C2C=CC=CC=2)C2C=CC=CC=2)=CC=1>[Cl:1][C:2]1[CH:7]=[C:6]([S:27][C:22]2[CH:23]=[CH:24][CH:25]=[CH:26][C:21]=2[O:20][CH3:19])[CH:5]=[CH:4][C:3]=1[NH:9][C:10](=[O:18])[C@:11]([OH:17])([CH3:16])[C:12]([F:15])([F:14])[F:13] |f:2.3,^1:37,39,58,77|. Reported procedure: Tetrakis(triphenylphosphine)palladium(0) (0.03 g) was added to a deoxygenated mixture of (R)-N-[2-chloro-4-iodophenyl]-2-hydroxy-2-methyl-3,3,3-trifluoropropanamide (Method 20) (0.2 g), 2-methoxybenzenethiol (0.064 ml) and sodium methoxide (0.058 g) in ethanol (10 ml). The mixture was further deoxygenated by evacuation and refilling with argon (3 cycles) then heated under reflux with stirring under argon for 18 hours, treated with a further portion of tetrakis(triphenylphosphine)palladium(0) (0.... The reactants are O=C1CCC(=O)N1Cl, C1CCOC1, C=C(c1ccccc1)c1ccc2nc(N)n(N3C=CC=CS3)c2c1. The product is Nc1nc2ccc(C(=CCl)c3ccccc3)cc2n1N1C=CC=CS1. RXN SMILES: [Cl:25][N:26]1[C:27](=[O:28])[CH2:29][CH2:30][C:31]1=[O:32].[O:33]1[CH2:34][CH2:35][CH2:36][CH2:37]1.[S:1]1[N:2]([n:7]2[c:8]([NH2:24])[n:9][c:10]3[c:11]2[cH:12][c:13]([C:16]([c:17]2[cH:18][cH:19][cH:20][cH:21][cH:22]2)=[CH2:23])[cH:14][cH:15]3)[CH:3]=[CH:4][CH:5]=[CH:6]1>>[S:1]1[N:2]([n:7]2[c:8]([NH2:24])[n:9][c:10]3[c:11]2[cH:12][c:13]([C:16]([c:17]2[cH:18][cH:19][cH:20][cH:21][cH:22]2)=[CH:23][Cl:25])[cH:14][cH:15]3)[CH:3]=[CH:4][CH:5]=[CH:6]1. Reactants: CO, O=C1c2ccccc2C(=O)N1Cc1n[nH]c2ccc([N+](=O)[O-])cc12. The product is Nc1ccc2[nH]nc(CN3C(=O)c4ccccc4C3=O)c2c1. As a reaction SMILES: [CH3:25][OH:26].[N+:1]([O-:2])(=[O:3])[c:4]1[cH:5][c:6]2[c:7]([CH2:13][N:14]3[C:15](=[O:24])[c:16]4[cH:17][cH:18][cH:19][cH:20][c:21]4[C:22]3=[O:23])[n:8][nH:9][c:10]2[cH:11][cH:12]1>>[NH2:1][c:4]1[cH:5][c:6]2[c:7]([CH2:13][N:14]3[C:15](=[O:24])[c:16]4[cH:17][cH:18][cH:19][cH:20][c:21]4[C:22]3=[O:23])[n:8][nH:9][c:10]2[cH:11][cH:12]1. Starting materials: Cc1ccc(O)c(Br)c1, COc1cc2nccc(Cl)c2cc1OC, Clc1ccccc1Cl, O. The product is COc1cc2nccc(Oc3ccc(C)cc3Br)c2cc1OC. As a reaction SMILES: [Br:16][c:17]1[c:18]([OH:24])[cH:19][cH:20][c:21]([CH3:23])[cH:22]1.[Cl:1][c:2]1[cH:3][cH:4][n:5][c:6]2[cH:7][c:8]([O:14][CH3:15])[c:9]([O:12][CH3:13])[cH:10][c:11]12.[Cl:26][c:27]1[cH:28][cH:29][cH:30][cH:31][c:32]1[Cl:33].[OH2:25]>>[c:2]1([O:24][c:18]2[c:17]([Br:16])[cH:22][c:21]([CH3:23])[cH:20][cH:19]2)[cH:3][cH:4][n:5][c:6]2[cH:7][c:8]([O:14][CH3:15])[c:9]([O:12][CH3:13])[cH:10][c:11]12. The reactants are C(C)(=O)O.C(C)(=O)O.C(C)OC(=O)C1=CC2=CC=C(C=C2C(=C1)O)NC(=O)C=1C=C(C=CC1)NC(NC1=CC(=CC=C1)C(=O)NC=1C=C2C(=CC(=CC2=CC1)C(=O)OCC)O)=O (6,6'-[ureylenebis(m-phenylenecarbonylimino)]bis[4-hydroxy-2-naphthoic acid] diethyl ester diacetate), Cl (hydrochloric acid), CN(C=O)C (dimethylformamide), [OH-].[Na+] (sodium hydroxide). Run in O (water), N1=CC=CC=C1 (pyridine), O (water), O (water). Reaction conditions: time 10 minute. Product: C(C)OC(=O)C1=CC2=CC=C(C=C2C(=C1)O)NC(=O)C=1C=C(C=CC1)NC(NC1=CC(=CC=C1)C(=O)NC=1C=C2C(=CC(=CC2=CC1)C(=O)OCC)O)=O (6,6'-[Ureylenebis(m-phenylenecarbonylimino)]bis[4-hydroxy-2-naphthoic acid] diethyl ester). RXN SMILES: C(O)(=O)C.C(O)(=O)C.[CH2:9]([O:11][C:12]([C:14]1[CH:23]=[C:22]([OH:24])[C:21]2[C:16](=[CH:17][CH:18]=[C:19]([NH:25][C:26]([C:28]3[CH:29]=[C:30]([NH:34][C:35](=[O:62])[NH:36][C:37]4[CH:42]=[CH:41][CH:40]=[C:39]([C:43]([NH:45][C:46]5[CH:47]=[C:48]6[C:53](=[CH:54][CH:55]=5)[CH:52]=[C:51]([C:56]([O:58][CH2:59][CH3:60])=[O:57])[CH:50]=[C:49]6[OH:61])=[O:44])[CH:38]=4)[CH:31]=[CH:32][CH:33]=3)=[O:27])[CH:20]=2)[CH:15]=1)=[O:13])[CH3:10].CN(C)C=O.[OH-].[Na+].Cl>O.N1C=CC=CC=1>[CH2:9]([O:11][C:12]([C:14]1[CH:23]=[C:22]([OH:24])[C:21]2[C:16](=[CH:17][CH:18]=[C:19]([NH:25][C:26]([C:28]3[CH:29]=[C:30]([NH:34][C:35](=[O:62])[NH:36][C:37]4[CH:42]=[CH:41][CH:40]=[C:39]([C:43]([NH:45][C:46]5[CH:47]=[C:48]6[C:53](=[CH:54][CH:55]=5)[CH:52]=[C:51]([C:56]([O:58][CH2:59][CH3:60])=[O:57])[CH:50]=[C:49]6[OH:61])=[O:44])[CH:38]=4)[CH:31]=[CH:32][CH:33]=3)=[O:27])[CH:20]=2)[CH:15]=1)=[O:13])[CH3:10] |f:0.1.2,4.5|. Reported procedure: To a cooled (water bath) solution of 2.0 g. of 6,6'-[ureylenebis(m-phenylenecarbonylimino)]bis[4-hydroxy-2-naphthoic acid] diethyl ester diacetate in 60 ml. of dimethylformamide is added 40 ml. of 0.25 N sodium hydroxide, dropwise with stirring over 10 minutes. The solution is stirred for an additional 10 minutes, 80 ml. of pyridine is added and the solution is poured with cooling into a mixture of 800 ml. of water and 85 ml. of concentrated hydrochloric acid. The solid is collected by filtratio...